This data is from the Open Reaction Database (ORD), a public repository of structured organic reaction records. The task is: describe an organic reaction: reactants, conditions, products, and yield The reactants are [Br-], CN(C)c1cc(C(=O)c2c(N(C)C)sc3cc(OCc4ccccc4)ccc23)ccc1CN1CCCC1, [Mg+]c1ccc(OCCN2CCCC2)cc1. The product is CN(C)c1cc(C(=O)c2c(-c3ccc(OCCN4CCCC4)cc3)sc3cc(OCc4ccccc4)ccc23)ccc1CN1CCCC1. RXN SMILES: [Br-:38].[CH3:1][N:2]([c:3]1[cH:4][c:5]([C:15](=[O:16])[c:17]2[c:18]3[c:19]([s:20][c:21]2[N:22]([CH3:23])[CH3:24])[cH:25][c:26]([O:29][CH2:30][c:31]2[cH:32][cH:33][cH:34][cH:35][cH:36]2)[cH:27][cH:28]3)[cH:6][cH:7][c:8]1[CH2:9][N:10]1[CH2:11][CH2:12][CH2:13][CH2:14]1)[CH3:37].[N:39]1([CH2:44][CH2:45][O:46][c:47]2[cH:48][cH:49][c:50]([Mg+:53])[cH:51][cH:52]2)[CH2:40][CH2:41][CH2:42][CH2:43]1>>[CH3:1][N:2]([c:3]1[cH:4][c:5]([C:15](=[O:16])[c:17]2[c:18]3[c:19]([s:20][c:21]2-[c:50]2[cH:49][cH:48][c:47]([O:46][CH2:45][CH2:44][N:39]4[CH2:40][CH2:41][CH2:42][CH2:43]4)[cH:52][cH:51]2)[cH:25][c:26]([O:29][CH2:30][c:31]2[cH:32][cH:33][cH:34][cH:35][cH:36]2)[cH:27][cH:28]3)[cH:6][cH:7][c:8]1[CH2:9][N:10]1[CH2:11][CH2:12][CH2:13][CH2:14]1)[CH3:37]. Starting materials: C=CCCC(=O)Cl, O=C1NCCO1. Yields the product C=CCCC(=O)N1CCOC1=O. Reaction SMILES: [C:7]([CH2:8][CH2:9][CH:10]=[CH2:11])(=[O:12])[Cl:13].[O:1]1[C:2](=[O:6])[NH:3][CH2:4][CH2:5]1>>[O:1]1[C:2](=[O:6])[N:3]([C:7]([CH2:8][CH2:9][CH:10]=[CH2:11])=[O:12])[CH2:4][CH2:5]1. Reactants: C(=C)C=1C=C(C=CC1)[C@@H](C)OC(=O)[C@H]1NN(CCC1)C([C@H](CC1=CC(=CC=C1)O[Si](C)(C)C(C)(C)C)NC([C@H](C(C)C)NC(C[C@@H](CCC=C)OC)=O)=O)=O ((S)-1-{(S)-3-[3-(tert-butyl-dimethyl-silanyloxy)-phenyl]-2-[(S)-2-((R)-3-methoxy-hept-6-enoylamino)-3-methyl-butyrylamino]-propionyl}-hexahydro-pyridazine-3-carboxylic acid (R)-1-(3-vinyl-phenyl)-ethyl ester). The reagents and catalysts are CC1=CC(=C(C(=C1)C)N2CCN(C2=[Ru](=CC3=C(C=CC=C3)OC(C)C)(Cl)Cl)C4=C(C=C(C=C4C)C)C)C (Hoveyda-Grubbs 2nd generation). The solvent is ClCCCl (1,2-dichloroethane). The product is C(C)(C)(C)[Si](OC=1C=C(C[C@H]2C(N3CCC[C@@H](C(O[C@@H](C4=CC=CC(/C=C/CC[C@H](CC(N[C@H](C(N2)=O)C(C)C)=O)OC)=C4)C)=O)N3)=O)C=CC1)(C)C ((E)-(2R,5S,11S,14S,18R)-11-[3-(tert-Butyl-dimethyl-silanyloxy)-benzyl]-14-isopropyl-18-methoxy-2-methyl-3-oxa-9,12,15,28-tetraaza-tricyclo[21.3.1.1*5,9*]octacosa-1(26),21,23(27),24-tetraene-4,10,13,16-tetraone). Yield: 45.6%. Reaction SMILES: C([C:3]1[CH:4]=[C:5]([C@H:9]([O:11][C:12]([C@@H:14]2[CH2:19][CH2:18][CH2:17][N:16]([C:20](=[O:55])[C@@H:21]([NH:37][C:38](=[O:54])[C@@H:39]([NH:43][C:44](=[O:53])[CH2:45][C@H:46]([O:51][CH3:52])[CH2:47][CH2:48][CH:49]=[CH2:50])[CH:40]([CH3:42])[CH3:41])[CH2:22][C:23]3[CH:28]=[CH:27][CH:26]=[C:25]([O:29][Si:30]([C:33]([CH3:36])([CH3:35])[CH3:34])([CH3:32])[CH3:31])[CH:24]=3)[NH:15]2)=[O:13])[CH3:10])[CH:6]=[CH:7][CH:8]=1)=C>CC1C=C(C)C(N2C(=[Ru](Cl)(Cl)=CC3C=CC=CC=3OC(C)C)N(C3C(C)=CC(C)=CC=3C)CC2)=C(C)C=1.ClCCCl>[C:33]([Si:30]([CH3:31])([CH3:32])[O:29][C:25]1[CH:24]=[C:23]([CH:28]=[CH:27][CH:26]=1)[CH2:22][C@@H:21]1[NH:37][C:38](=[O:54])[C@H:39]([CH:40]([CH3:42])[CH3:41])[NH:43][C:44](=[O:53])[CH2:45][C@H:46]([O:51][CH3:52])[CH2:47][CH2:48][CH:49]=[CH:50][C:7]2=[CH:6][C:5](=[CH:4][CH:3]=[CH:8]2)[C@@H:9]([CH3:10])[O:11][C:12](=[O:13])[C@H:14]2[NH:15][N:16]([CH2:17][CH2:18][CH2:19]2)[C:20]1=[O:55])([CH3:35])([CH3:36])[CH3:34]. Reported procedure: A stirred solution of (S)-1-{(S)-3-[3-(tert-butyl-dimethyl-silanyloxy)-phenyl]-2-[(S)-2-((R)-3-methoxy-hept-6-enoylamino)-3-methyl-butyrylamino]-propionyl}-hexahydro-pyridazine-3-carboxylic acid (R)-1-(3-vinyl-phenyl)-ethyl ester (123 mg, 0.158 mmol) and Hoveyda-Grubbs 2nd generation catalyst (10 mg, 0.0158 mmol) in 1,2-dichloroethane (60 mL) was heated at 80° C. for 1.5 hours. The reaction mixture was cooled before adding silica gel. The mixture was evaporated then purified by silica gel chroma...